From a dataset of the Open Reaction Database (ORD), a public repository of structured organic reaction records. describe an organic reaction: reactants, conditions, products, and yield Reactants: FC(F)(F)C(F)(F)C(F)(F)C(F)(F)C(F)(F)C(F)(F)CCI, [Mg]. Yields the product FC(F)(F)C(F)(F)C(F)(F)C(F)(F)C(F)(F)C(F)(F)CC[Mg+], [I-]. RXN SMILES: [F:1][C:2]([C:3]([C:4]([C:5]([C:6]([C:7]([F:8])([F:9])[F:10])([F:11])[F:12])([F:13])[F:14])([F:15])[F:16])([F:17])[F:18])([CH2:19][CH2:20][I:21])[F:22].[Mg:23]>>[F:1][C:2]([C:3]([C:4]([C:5]([C:6]([C:7]([F:8])([F:9])[F:10])([F:11])[F:12])([F:13])[F:14])([F:15])[F:16])([F:17])[F:18])([CH2:19][CH2:20][Mg+:23])[F:22].[I-:21]. The reactants are CCOC(=O)C(C)NC1CCc2ccccc21, Cl, Cl. Yields the product CC(NC1CCc2ccccc21)C(=O)O. Reaction SMILES: [CH2:2]([CH3:3])[O:4][C:5]([CH:6]([NH:7][CH:8]1[CH2:9][CH2:10][c:11]2[cH:12][cH:13][cH:14][cH:15][c:16]21)[CH3:17])=[O:18].[ClH:19].[ClH:1]>>[O:4]=[C:5]([CH:6]([NH:7][CH:8]1[CH2:9][CH2:10][c:11]2[cH:12][cH:13][cH:14][cH:15][c:16]21)[CH3:17])[OH:18].